The task is: describe an organic reaction: reactants, conditions, products, and yield. This data is from the Open Reaction Database (ORD), a public repository of structured organic reaction records. Starting materials: OCCN(C(=O)C=1N=CN(C1)C)C1CCOCC1 (N-(2-hydroxyethyl)-1-methyl-N-(tetrahydro-2H-pyran-4-yl)-1H-imidazole-4-carboxamide), ClC1=CC=C(C=C1)O (p-chlorophenol), C1(=CC=CC=C1)P(C1=CC=CC=C1)C1=CC=CC=C1 (triphenylphosphine), CC(C)OC(=O)/N=N/C(=O)OC(C)C (DIAD). Solvent: O (water), O1CCCC1 (tetrahydrofuran). Conditions: time 3 day. Product: ClC1=CC=C(OCCN(C(=O)C=2N=CN(C2)C)C2CCOCC2)C=C1 (N-[2-(4-Chlorophenoxy)ethyl]-1-methyl-N-(tetrahydro-2H-pyran-4-yl)-1H-imidazole-4-carboxamide). The yield is 47.8%. RXN SMILES: [OH:1][CH2:2][CH2:3][N:4]([CH:13]1[CH2:18][CH2:17][O:16][CH2:15][CH2:14]1)[C:5]([C:7]1[N:8]=[CH:9][N:10]([CH3:12])[CH:11]=1)=[O:6].[Cl:19][C:20]1[CH:25]=[CH:24][C:23](O)=[CH:22][CH:21]=1.C1(P(C2C=CC=CC=2)C2C=CC=CC=2)C=CC=CC=1.CC(OC(/N=N/C(OC(C)C)=O)=O)C>O.O1CCCC1>[Cl:19][C:20]1[CH:25]=[CH:24][C:23]([O:1][CH2:2][CH2:3][N:4]([CH:13]2[CH2:14][CH2:15][O:16][CH2:17][CH2:18]2)[C:5]([C:7]2[N:8]=[CH:9][N:10]([CH3:12])[CH:11]=2)=[O:6])=[CH:22][CH:21]=1. Reported procedure: To a mixture of N-(2-hydroxyethyl)-1-methyl-N-(tetrahydro-2H-pyran-4-yl)-1H-imidazole-4-carboxamide (150 mg), p-chlorophenol (114 mg), triphenylphosphine (217 mg) and tetrahydrofuran (3.8 mL), DIAD (172 μL) was added under cooling with ice and the resulting mixture was stirred at room temperature for 3 days. To the reaction mixture, water was added and extraction was conducted with diethyl ether. The diethyl ether layer was dried over anhydrous sodium sulfate. After filtering off the desiccant, ...